From a dataset of the Open Reaction Database (ORD), a public repository of structured organic reaction records. describe an organic reaction: reactants, conditions, products, and yield The reactants are C(C1=CC=CC=C1)OCC1=C[C@@H](C[C@@H]1O[Si](C)(C)C(C)(C)C)O ((1R,4S)-3-[(benzyloxy)methyl]-4-{[tert-butyl(dimethyl)silyl]-oxy}cyclopent-2-en-1-ol), C([O-])([O-])=O.[Na+].[Na+] (sodium carbonate), CCOC(=O)C (EtOAc). Reagents/catalysts: [Pd] (Pd/C). Reaction conditions: time 8 hour. The product is C(C1=CC=CC=C1)OC[C@@H]1C[C@@H](C[C@@H]1O[Si](C)(C)C(C)(C)C)O ((1S,3S,4S)-3-[(benzyloxy)methyl]-4-{[tert-butyl(dimethyl)silyl]oxy}cyclopentanol). Isolated yield 98.1%. RXN SMILES: [CH2:1]([O:8][CH2:9][C:10]1[C@@H:14]([O:15][Si:16]([C:19]([CH3:22])([CH3:21])[CH3:20])([CH3:18])[CH3:17])[CH2:13][C@@H:12]([OH:23])[CH:11]=1)[C:2]1[CH:7]=[CH:6][CH:5]=[CH:4][CH:3]=1.C(=O)([O-])[O-].[Na+].[Na+].CCOC(C)=O>[Pd]>[CH2:1]([O:8][CH2:9][C@H:10]1[C@@H:14]([O:15][Si:16]([C:19]([CH3:21])([CH3:20])[CH3:22])([CH3:18])[CH3:17])[CH2:13][C@@H:12]([OH:23])[CH2:11]1)[C:2]1[CH:7]=[CH:6][CH:5]=[CH:4][CH:3]=1 |f:1.2.3|. Procedure details: A suspension of (1R,4S)-3-[(benzyloxy)methyl]-4-{[tert-butyl(dimethyl)silyl]-oxy}cyclopent-2-en-1-ol (1.47 g, 0.00439 mol), sodium carbonate (1.1 g, 0.010 mol) and 10% Pd/C (0.3 g, 0.0003 mol) in EtOAc (20 mL, 0.2 mol) was stirred under an atmosphere of Hydrogen overnight. The reaction was purged with nitrogen and filtered through celite with EtOAc. The filtrate was concentrated to obtain 1.45 g (98%) of the title compound as a 5:1 mixture of diastereomers (desired:undesired). Starting materials: [F-].[K+] (potassium fluoride), C1(CCCC1)OC=1C=C(C=CC1OC)C1(CC(CCC1)=O)C#C[Si](C)(C)C (3-(3-cyclopentyloxy-4-methoxyphenyl)3-trimethylsilylethynyl cyclohexan-1-one), CN(C=O)C (N,N-dimethylformamide). Conditions: time 18 hour. The product is C1(CCCC1)OCOC=1C=C(C=CC1)C1(CC(CCC1)=O)C#C (3-(3-cyclopentyloxy methoxyphenyl)-3-ethynylcyclohexan-1-one). As a reaction SMILES: [F-].[K+].[CH:3]1([O:8][C:9]2[CH:10]=[C:11]([C:17]3([C:24]#[C:25][Si](C)(C)C)[CH2:22][CH2:21][CH2:20][C:19](=[O:23])[CH2:18]3)[CH:12]=[CH:13][C:14]=2OC)CCCC1.CN(C)[CH:32]=[O:33]>>[CH:32]1([O:33][CH2:3][O:8][C:9]2[CH:10]=[C:11]([C:17]3([C:24]#[CH:25])[CH2:22][CH2:21][CH2:20][C:19](=[O:23])[CH2:18]3)[CH:12]=[CH:13][CH:14]=2)[CH2:13][CH2:14][CH2:9][CH2:10]1 |f:0.1|. Procedure details: A mixture of potassium fluoride (900 mg, 15.6 mmol) and 3-(3-cyclopentyloxy-4-methoxyphenyl)3-trimethylsilylethynyl cyclohexan-1-one (0.3 g, 0.78 mmol) was stirred in dry N,N-dimethylformamide (3 mL) under an argon atmosphere. After 18 h, the solvent was removed in vacuo, the residue was partitioned between water and ethyl acetate, the aqueous layer was extracted twice with ethyl acetate, the combined extract was dried (magnesium sulfate) and was evaporated. Purification by flash chromatography,...